Dataset: the Open Reaction Database (ORD), a public repository of structured organic reaction records. Task: describe an organic reaction: reactants, conditions, products, and yield Starting materials: CS(=O)(=O)C(CCCCCCC(=O)OC)CCCC(CCCCC)OC(C)=O (methyl 8-methylsulfonyl-12-acetoxyheptadecanoate), CS(=O)(=O)C(CCCCCCC(=O)OC)CC=CC(CCCCC)OC(C)=O (methyl 8-methylsulfonyl-12-acetoxy-10-heptadecenoate). Product: CS(=O)(=O)C(CCCCCCC(=O)O)CC=CC(CCCCC)O (8-methylsulfonyl-12-hydroxy-10-heptadecenoic acid). Reaction SMILES: [CH3:1][S:2]([CH:5]([CH2:16][CH2:17][CH2:18][CH:19]([O:25]C(=O)C)[CH2:20][CH2:21][CH2:22][CH2:23][CH3:24])[CH2:6][CH2:7][CH2:8][CH2:9][CH2:10][CH2:11][C:12]([O:14]C)=[O:13])(=[O:4])=[O:3].CS(C(CC=CC(OC(=O)C)CCCCC)CCCCCCC(OC)=O)(=O)=O>>[CH3:1][S:2]([CH:5]([CH2:16][CH:17]=[CH:18][CH:19]([OH:25])[CH2:20][CH2:21][CH2:22][CH2:23][CH3:24])[CH2:6][CH2:7][CH2:8][CH2:9][CH2:10][CH2:11][C:12]([OH:14])=[O:13])(=[O:3])=[O:4]. Procedure: This compound is prepared by the procedure of Example 3, Step E, except that the methyl 8-methylsulfonyl-12-acetoxyheptadecanoate is replaced by an equivalent quantity of methyl 8-methylsulfonyl-12-acetoxy-10-heptadecenoate. Starting materials: C(#N)CC(=O)O (cyanoacetic acid), [OH-].[Na+] (sodium hydroxide), COC1=CC=C(C=C1)CC=O (4-methoxyphenyl acetaldehyde), C(OC)COC (glyme). Solvent: O (water), O (water). Conditions: time 6 hour. The product is COC1=CC=C(C=C1)CC(CC(=O)O)CC(=O)O (3-[(4-methoxyphenyl)methyl]glutaric acid). Reaction SMILES: [C:1]([CH2:3][C:4]([OH:6])=[O:5])#N.[OH-:7].[Na+].[CH3:9][O:10][C:11]1[CH:16]=[CH:15][C:14]([CH2:17]C=O)=[CH:13][CH:12]=1.[CH2:20]([CH2:23][O:24]C)OC>O>[CH3:9][O:10][C:11]1[CH:12]=[CH:13][C:14]([CH2:17][CH:1]([CH2:20][C:23]([OH:24])=[O:7])[CH2:3][C:4]([OH:6])=[O:5])=[CH:15][CH:16]=1 |f:1.2|. Procedure details: To a solution of cyanoacetic acid (3.57 g), in water (20 ml) is added a solution of sodium hydroxide (2.08 g) in water (20 ml). The solution is diluted with glyme (70 ml), 4-methoxyphenyl acetaldehyde (3.0 g) is added and the mixture is left at room temperature for 6.0 hours. The glyme is evaporated in vacuo, and the residue is mixed with 10% hydrochloric acid (200 ml) and refluxed for 6.0 hours. After cooling, the mixture is extracted with ethyl acetate. The ethyl acetate extract is washed once... Reactants: COC(Cl)Cl, COc1ccc(OC)c(C)c1C, [Cl-], [Cl-], [Cl-], [Cl-], ClCCl, [Ti+4]. The product is COc1cc(C=O)c(OC)c(C)c1C. RXN SMILES: [CH3:13][O:14][CH:15]([Cl:16])[Cl:17].[CH3:1][O:2][c:3]1[c:4]([CH3:12])[c:5]([CH3:11])[c:6]([O:9][CH3:10])[cH:7][cH:8]1.[Cl-:21].[Cl-:22].[Cl-:23].[Cl-:24].[Cl:18][CH2:19][Cl:20].[Ti+4:25]>>[CH3:1][O:2][c:3]1[c:4]([CH3:12])[c:5]([CH3:11])[c:6]([O:9][CH3:10])[c:7]([CH:13]=[O:14])[cH:8]1. The reactants are Cl (hydrochloric acid), [H-].[Na+] (Sodium hydride), CC1=C(N=C(O1)C1=CC=CC=C1)COC1=CC=C(CN2C=C(C(=C2)C2=CC=CC=C2)C=O)C=C1 (1-[4-(5-methyl-2-phenyl-4-oxazolylmethoxy)benzyl]-4-phenylpyrrole-3-carbaldehyde), C(C)OP(=O)(OCC)CC(=O)OCC (ethyl diethylphosphonoacetate). Run in O1CCCC1 (tetrahydrofuran). Run at time 5 hour. The product is CC1=C(N=C(O1)C1=CC=CC=C1)COC1=CC=C(CN2C=C(C(=C2)C2=CC=CC=C2)/C=C/C(=O)OCC)C=C1 (ethyl(E)-3-[1-[4-(5-methyl-2-phenyl-4-oxazolylmethoxy)benzyl]-4-phenyl-3-pyrrolyl]propenoate). The yield is 78.0%. RXN SMILES: [H-].[Na+].[CH3:3][C:4]1[O:8][C:7]([C:9]2[CH:14]=[CH:13][CH:12]=[CH:11][CH:10]=2)=[N:6][C:5]=1[CH2:15][O:16][C:17]1[CH:36]=[CH:35][C:20]([CH2:21][N:22]2[CH:26]=[C:25]([C:27]3[CH:32]=[CH:31][CH:30]=[CH:29][CH:28]=3)[C:24]([CH:33]=O)=[CH:23]2)=[CH:19][CH:18]=1.C(OP([CH2:45][C:46]([O:48][CH2:49][CH3:50])=[O:47])(OCC)=O)C.Cl>O1CCCC1>[CH3:3][C:4]1[O:8][C:7]([C:9]2[CH:10]=[CH:11][CH:12]=[CH:13][CH:14]=2)=[N:6][C:5]=1[CH2:15][O:16][C:17]1[CH:36]=[CH:35][C:20]([CH2:21][N:22]2[CH:26]=[C:25]([C:27]3[CH:28]=[CH:29][CH:30]=[CH:31][CH:32]=3)[C:24](/[CH:33]=[CH:45]/[C:46]([O:48][CH2:49][CH3:50])=[O:47])=[CH:23]2)=[CH:19][CH:18]=1 |f:0.1|. Reported procedure: Sodium hydride (60%, oily, 222 mg) was added to a mixture of 1-[4-(5-methyl-2-phenyl-4-oxazolylmethoxy)benzyl]-4-phenylpyrrole-3-carbaldehyde (2.37 g), ethyl diethylphosphonoacetate (1.1 ml) and tetrahydrofuran (30 ml) at 0° C., and the mixture was stirred at room temperature for 5 hours. The reaction mixture was poured into dilute hydrochloric acid, which was extracted with ethyl acetate. The ethyl acetate layer was washed with saturated aqueous sodium chloride solution, dried (MgSO4), and then... Reactants: ClC1=CC=C(C=C1)C1(CCC1)NC(=S)N (N-[1-(4-chlorophenyl)cyclobutyl]thiourea), BrC(C(=O)OCC)C(C)C (ethyl 2-bromo-3-methylbutanoate). Yields the product ClC1=CC=C(C=C1)C1(CCC1)NC=1SC(C(N1)=O)C(C)C (2-{[1-(4-Chlorophenyl)cyclobutyl]amino}-5-isopropyl-1,3-thiazol-4(5H)-one). RXN SMILES: [Cl:1][C:2]1[CH:7]=[CH:6][C:5]([C:8]2([NH:12][C:13]([NH2:15])=[S:14])[CH2:11][CH2:10][CH2:9]2)=[CH:4][CH:3]=1.Br[CH:17]([CH:23]([CH3:25])[CH3:24])[C:18](OCC)=[O:19]>>[Cl:1][C:2]1[CH:3]=[CH:4][C:5]([C:8]2([NH:12][C:13]3[S:14][CH:17]([CH:23]([CH3:25])[CH3:24])[C:18](=[O:19])[N:15]=3)[CH2:9][CH2:10][CH2:11]2)=[CH:6][CH:7]=1. Procedure details: Synthesis was performed from N-[1-(4-chlorophenyl)cyclobutyl]thiourea and ethyl 2-bromo-3-methylbutanoate according to Method D. Reactants: NC1=NC=CC=C1OCC1=C(C=CC=C1F)F (2-amino-3-(2,6-difluorobenzyloxy)pyridine), Cl.C1(=CC=CC=C1)CC(OCC)=N (ethyl phenylacetimidate hydrochloride). Solvent: C(C)O (ethanol). Product: Cl.FC1=C(COC=2C(=NC=CC2)NC(CC2=CC=CC=C2)=N)C(=CC=C1)F (N-(3-(2,6-Difluorobenzyloxy)-2-pyridyl)phenyl-acetamidine hydrochloride). Isolated yield 5.5%. RXN SMILES: [NH2:1][C:2]1[C:7]([O:8][CH2:9][C:10]2[C:15]([F:16])=[CH:14][CH:13]=[CH:12][C:11]=2[F:17])=[CH:6][CH:5]=[CH:4][N:3]=1.[ClH:18].[C:19]1([CH2:25][C:26](=[NH:30])OCC)[CH:24]=[CH:23][CH:22]=[CH:21][CH:20]=1>C(O)C>[ClH:18].[F:17][C:11]1[CH:12]=[CH:13][CH:14]=[C:15]([F:16])[C:10]=1[CH2:9][O:8][C:7]1[C:2]([NH:1][C:26](=[NH:30])[CH2:25][C:19]2[CH:24]=[CH:23][CH:22]=[CH:21][CH:20]=2)=[N:3][CH:4]=[CH:5][CH:6]=1 |f:1.2,4.5|. Procedure: A mixture of 2-amino-3-(2,6-difluorobenzyloxy)pyridine (4.72 g, 20 mmol) and ethyl phenylacetimidate hydrochloride (4.39 g, 22 mmol) in ethanol (80 ml) was heated under reflux for 2 hours. Evaporation of the solvent gave an oil which was purified by flash chromatography (chloroform/methanol) to obtain the product as a hygroscopic glass (0.43 g), m.p. 45°-50° C.